Dataset: the Open Reaction Database (ORD), a public repository of structured organic reaction records. Task: describe an organic reaction: reactants, conditions, products, and yield The reactants are Fc1ccc(CBr)cc1, O=C1NCc2ccccc21, O=C([O-])[O-], CC(C)=O, CCCCCC, CCOC(C)=O, [Cs+], [Cs+], C1COCCOCCOCCOCCOCCO1. Product: O=C1c2ccccc2CN1Cc1ccc(F)cc1. RXN SMILES: [Br:11][CH2:12][c:13]1[cH:14][cH:15][c:16]([F:19])[cH:17][cH:18]1.[C:1]1(=[O:10])[NH:2][CH2:3][c:4]2[cH:5][cH:6][cH:7][cH:8][c:9]21.[C:20](=[O:21])([O-:22])[O-:23].[CH3:44][C:45](=[O:46])[CH3:47].[CH3:48][CH2:49][CH2:50][CH2:51][CH2:52][CH3:53].[CH3:54][CH2:55][O:56][C:57](=[O:58])[CH3:59].[Cs+:24].[Cs+:25].[O:26]1[CH2:27][CH2:28][O:29][CH2:30][CH2:31][O:32][CH2:33][CH2:34][O:35][CH2:36][CH2:37][O:38][CH2:39][CH2:40][O:41][CH2:42][CH2:43]1>>[C:1]1(=[O:10])[N:2]([CH2:12][c:13]2[cH:14][cH:15][c:16]([F:19])[cH:17][cH:18]2)[CH2:3][c:4]2[cH:5][cH:6][cH:7][cH:8][c:9]21. The reactants are methoxy, C(CC)NC1CC2=CC=CC(=C2CC1)OC (2-(N-n-propylamino)-5-methoxytetralin), S1C(=CC2=C1C=CC=C2)CC(=O)O (2-benzothienyl acetic acid), trimethylaminoborohydride, B(Br)(Br)Br (boron tribromide). Solvent: C=1(C(=CC=CC1)C)C (xylene). The product is C(CC)N(CCC=1SC2=C(C1)C=CC=C2)C2CC1=CC=CC(=C1CC2)O (2-(N-n-propyl-N-2-[2-benzothienyl]ethylamino)-5-hydroxytetralin). RXN SMILES: [CH2:1]([NH:4][CH:5]1[CH2:14][CH2:13][C:12]2[C:7](=[CH:8][CH:9]=[CH:10][C:11]=2[O:15]C)[CH2:6]1)[CH2:2][CH3:3].[S:17]1[C:21]2[CH:22]=[CH:23][CH:24]=[CH:25][C:20]=2[CH:19]=[C:18]1[CH2:26][C:27](O)=O.B(Br)(Br)Br>C1(C)C(C)=CC=CC=1>[CH2:1]([N:4]([CH:5]1[CH2:14][CH2:13][C:12]2[C:7](=[CH:8][CH:9]=[CH:10][C:11]=2[OH:15])[CH2:6]1)[CH2:27][CH2:26][C:18]1[S:17][C:21]2[CH:22]=[CH:23][CH:24]=[CH:25][C:20]=2[CH:19]=1)[CH2:2][CH3:3]. Procedure details: A mixture of 2-(N-n-propylamino)-5-methoxytetralin, 2-benzothienyl acetic acid and trimethylaminoborohydride in dry xylene is refluxed under an atmosphere of nitrogen as described by Horn et al, Pharm. Weekbld. Sci. Ed. 7 208-211, 1985. The resulting methoxy intermediate is demethylated using boron tribromide as described in the above article to yield the desired product. Starting materials: CCC1CCCCN1, O=c1sc2ccccc2n1CCCCl. The product is CCC1CCCCN1CCCn1c(=O)sc2ccccc21. Reaction SMILES: [CH2:15]([CH3:16])[CH:17]1[NH:18][CH2:19][CH2:20][CH2:21][CH2:22]1.[Cl:1][CH2:2][CH2:3][CH2:4][n:5]1[c:6](=[O:14])[s:7][c:8]2[c:9]1[cH:10][cH:11][cH:12][cH:13]2>>[CH2:2]([CH2:3][CH2:4][n:5]1[c:6](=[O:14])[s:7][c:8]2[c:9]1[cH:10][cH:11][cH:12][cH:13]2)[N:18]1[CH:17]([CH2:15][CH3:16])[CH2:22][CH2:21][CH2:20][CH2:19]1. Reported procedure: Prepared according to the described general procedure 2 (GP2) by reaction of ethyl 4-amino-4-(2-ethoxy-6-fluorophenyl)-2-methylbutanoate with commercially available 3-chloro-4-(difluoromethoxy)benzaldehyde. Subsequent purification by preparative HPLC afforded the target compound. LC-MS (conditions A): tR=0.93 min.; [M+H]+: 427.96 g/mol. Reactants: NC(CC(C(=O)OCC)C)C1=C(C=CC=C1F)OCC (ethyl 4-amino-4-(2-ethoxy-6-fluorophenyl)-2-methylbutanoate), ClC=1C=C(C=O)C=CC1OC(F)F (3-chloro-4-(difluoromethoxy)benzaldehyde). RXN SMILES: [NH2:1][CH:2]([C:11]1[C:16]([F:17])=[CH:15][CH:14]=[CH:13][C:12]=1[O:18][CH2:19][CH3:20])[CH2:3][CH:4]([CH3:10])[C:5]([O:7]CC)=O.[Cl:21][C:22]1[CH:23]=[C:24]([CH:27]=[CH:28][C:29]=1[O:30][CH:31]([F:33])[F:32])[CH:25]=O>>[Cl:21][C:22]1[CH:23]=[C:24]([CH:27]=[CH:28][C:29]=1[O:30][CH:31]([F:32])[F:33])[CH2:25][N:1]1[CH:2]([C:11]2[C:16]([F:17])=[CH:15][CH:14]=[CH:13][C:12]=2[O:18][CH2:19][CH3:20])[CH2:3][CH:4]([CH3:10])[C:5]1=[O:7]. Yields the product ClC=1C=C(CN2C(C(CC2C2=C(C=CC=C2F)OCC)C)=O)C=CC1OC(F)F (1-(3-chloro-4-(difluoromethoxy)benzyl)-5-(2-ethoxy-6-fluorophenyl)-3-methylpyrrolidin-2-one). Reactants: CN(C)CCOS(=O)(=O)[O-].[Na+] (sodium dimethylaminoethylsulfate), CN(C)C([O-])C.[Na+] (sodium dimethylaminoethoxide). Yields the product CN(C)CCOCCN(C)C (bis(N,N-dimethylaminoethyl)ether). RXN SMILES: [CH3:1][N:2]([CH2:4][CH2:5][O:6]S([O-])(=O)=O)[CH3:3].[Na+].[CH3:12][N:13]([CH:15]([CH3:17])[O-])[CH3:14].[Na+]>>[CH3:1][N:2]([CH2:4][CH2:5][O:6][CH2:17][CH2:15][N:13]([CH3:14])[CH3:12])[CH3:3] |f:0.1,2.3|. Reported procedure: subsequently, heating the resulting sodium dimethylaminoethylsulfate in the presence of sodium dimethylaminoethoxide to produce bis(N,N-dimethylaminoethyl)ether. Starting materials: NCC=1C=CC(=C(C1)C1=NN(C(N1)=O)C1=CC=C(C=C1)C(F)(F)F)Cl (3-(5-(aminomethyl)-2-chlorophenyl)-1-(4-(trifluoromethyl)phenyl)-1H-1,2,4-triazol-5(4H)-one), CCN(C(C)C)C(C)C (DIPEA), O1N=CC=C1C(=O)Cl (isoxazole-5-carbonyl chloride). The solvent is C1CCOC1 (THF). Conditions: temperature 0 celsius, time 20 minute. The product is ClC1=C(C=C(CNC(=O)C2=CC=NO2)C=C1)C1=NN(C(N1)=O)C1=CC=C(C=C1)C(F)(F)F (N-(4-Chloro-3-(5-oxo-1-(4-(trifluoromethyl)phenyl)-4,5-dihydro-1H-1,2,4-triazol-3-yl)benzyl)isoxazole-5-carboxamide). Isolated yield 39.9%. Reaction SMILES: [NH2:1][CH2:2][C:3]1[CH:4]=[CH:5][C:6]([Cl:25])=[C:7]([C:9]2[NH:13][C:12](=[O:14])[N:11]([C:15]3[CH:20]=[CH:19][C:18]([C:21]([F:24])([F:23])[F:22])=[CH:17][CH:16]=3)[N:10]=2)[CH:8]=1.CCN(C(C)C)C(C)C.[O:35]1[C:39]([C:40](Cl)=[O:41])=[CH:38][CH:37]=[N:36]1>C1COCC1>[Cl:25][C:6]1[CH:5]=[CH:4][C:3]([CH2:2][NH:1][C:40]([C:39]2[O:35][N:36]=[CH:37][CH:38]=2)=[O:41])=[CH:8][C:7]=1[C:9]1[NH:13][C:12](=[O:14])[N:11]([C:15]2[CH:16]=[CH:17][C:18]([C:21]([F:24])([F:23])[F:22])=[CH:19][CH:20]=2)[N:10]=1. Procedure details: To a solution of 3-(5-(aminomethyl)-2-chlorophenyl)-1-(4-(trifluoromethyl)phenyl)-1H-1,2,4-triazol-5(4H)-one (Intermediate-63, 0.060 g, 0.162 mmol) in dry THF (5 mL) was added DIPEA (3 mL) and stirred for 20 minutes. The reaction mixture was cooled to 0° C. and isoxazole-5-carbonyl chloride (0.032 g, 0.243 mmol) was added and stirred for 3 h at room temperature. The reaction mass was quenched in water, extracted with DCM:MeOH and concentrated to afford crude product which was purified by column ... Yields the product N12C[C@@H](C(CC1)CC2)OC(C(C2=CC(=CC=C2)O)N)=O ([(3R)-quinuclidin-3-yl]2-amino-2-(3-hydroxyphenyl)acetate). Isolated yield 96.5%. Reaction SMILES: [N:1]12[CH2:8][CH2:7][CH:4]([CH2:5][CH2:6]1)[C@@H:3]([O:9][C:10](=[O:37])[CH:11]([NH:26]C(OCC1C=CC=CC=1)=O)[C:12]1[CH:17]=[CH:16][CH:15]=[C:14]([O:18]CC3C=CC=CC=3)[CH:13]=1)[CH2:2]2.C([O-])=O.[NH4+]>C(OCC)(=O)C.[Pd]>[N:1]12[CH2:6][CH2:5][CH:4]([CH2:7][CH2:8]1)[C@@H:3]([O:9][C:10](=[O:37])[CH:11]([NH2:26])[C:12]1[CH:17]=[CH:16][CH:15]=[C:14]([OH:18])[CH:13]=1)[CH2:2]2 |f:1.2|. Starting materials: C(=O)[O-].[NH4+] (ammonium formate), N12C[C@@H](C(CC1)CC2)OC(C(C2=CC(=CC=C2)OCC2=CC=CC=C2)NC(=O)OCC2=CC=CC=C2)=O ([(3R)-quinuclidin-3-yl]2-(benzyloxycarbonylamino)-2-(3-benzyloxyphenyl)acetate), C(=O)[O-].[NH4+] (ammonium formate). Reagents/catalysts: [Pd] (Pd/C), [Pd] (Pd/C). Reported procedure: To a solution of [(3R)-quinuclidin-3-yl]2-(benzyloxycarbonylamino)-2-(3-benzyloxyphenyl)acetate (1.5 g, 3.0 mmol) in ethyl acetate (30 mL) were added ammonium formate (945 mg, 15 mmol) and 10% Pd/C (400 mg). The mixture was heated to 60° C. for 16 h. Additional ammonium formate (400 mg, 6.3 mmol) and 10% Pd/C (200 mg) were added and the black slurry stirred at 60° C. for 4 h. After cooling the slurry to room temperature and filtration through a pad of Celite®, the solids were washed with ethyl a... Solvent: C(C)(=O)OCC (ethyl acetate). Conditions: temperature 60 celsius, time 4 hour. Reactants: CC(C)(C)c1cc(C=O)cc(C(C)(C)C)c1O, CO, NC(CS)C(=O)O. Yields the product CC(C)(C)c1cc(C2NC(C(=O)O)CS2)cc(C(C)(C)C)c1O. As a reaction SMILES: [C:8]([CH3:9])([CH3:10])([CH3:11])[c:12]1[cH:13][c:14]([CH:15]=[O:16])[cH:17][c:18]([C:21]([CH3:22])([CH3:23])[CH3:24])[c:19]1[OH:20].[CH3:25][OH:26].[NH2:1][CH:2]([CH2:3][SH:4])[C:5]([OH:6])=[O:7]>>[NH:1]1[CH:2]([C:5]([OH:6])=[O:7])[CH2:3][S:4][CH:15]1[c:14]1[cH:13][c:12]([C:8]([CH3:9])([CH3:10])[CH3:11])[c:19]([OH:20])[c:18]([C:21]([CH3:22])([CH3:23])[CH3:24])[cH:17]1. The reactants are CO, Cl, CCOC(=O)Cn1cnc2c(-c3ccco3)nc(N)nc21, [Na+], [OH-], O. Yields the product Nc1nc(-c2ccco2)c2ncn(CC(=O)O)c2n1. RXN SMILES: [CH3:25][OH:26].[ClH:24].[NH2:1][c:2]1[n:3][c:4](-[c:17]2[o:18][cH:19][cH:20][cH:21]2)[c:5]2[n:6][cH:7][n:8]([CH2:11][C:12](=[O:13])[O:14][CH2:15][CH3:16])[c:9]2[n:10]1.[Na+:23].[OH-:22].[OH2:27]>>[NH2:1][c:2]1[n:3][c:4](-[c:17]2[o:18][cH:19][cH:20][cH:21]2)[c:5]2[n:6][cH:7][n:8]([CH2:11][C:12](=[O:13])[OH:14])[c:9]2[n:10]1.